This data is from the Open Reaction Database (ORD), a public repository of structured organic reaction records. The task is: describe an organic reaction: reactants, conditions, products, and yield Starting materials: C(C1=CC=CC=C1)N1CCC(CC1)(O)C1=CC=C(C=C1)OC1=CC=CC=C1 (1-Benzyl-4-(4-phenoxy-phenyl)-piperidin-4-ol), FC(C(=O)O)(F)F (trifluoroacetic acid). Product: O(C1=CC=CC=C1)C1=CC=C(C=C1)C1CCNCC1 (4-(4-phenoxy-phenyl)-piperidine), solid. Isolated yield 92.0%. As a reaction SMILES: C([N:8]1[CH2:13][CH2:12][C:11]([C:15]2[CH:20]=[CH:19][C:18]([O:21][C:22]3[CH:27]=[CH:26][CH:25]=[CH:24][CH:23]=3)=[CH:17][CH:16]=2)(O)[CH2:10][CH2:9]1)C1C=CC=CC=1.FC(F)(F)C(O)=O>>[O:21]([C:18]1[CH:19]=[CH:20][C:15]([CH:11]2[CH2:12][CH2:13][NH:8][CH2:9][CH2:10]2)=[CH:16][CH:17]=1)[C:22]1[CH:23]=[CH:24][CH:25]=[CH:26][CH:27]=1. Procedure: 1-Benzyl-4-(4-phenoxy-phenyl)-piperidin-4-ol (3.47 g, 9.6 mmol, prepared in accordance with Example 7) was combined with trifluoroacetic acid (6 mL). The resulting mixture was irradiated at 130° C. in a mono-mode microwave oven for 15 min. The mixture was then concentrated under vacuum, and the obtained residue was triturated with diethyl ether (20 mL). After the solvent was removed under vacuum, the isolated product (6.6 g) was dissolved in methanol (350 mL). To this mixture was added 10% Pd/C ... Starting materials: NC1=CC=C(C#N)C=C1 (4-aminobenzonitrile), COC1OC(CC1)OC (2,5-dimethoxytetrahydrofuran). Run in C1(=CC=CC=C1)C (toluene). Yields the product N1(C=CC=C1)C1=CC=C(C#N)C=C1 (4-(1-pyrrolyl)-benzonitrile). Isolated yield 60.2%. Reaction SMILES: [NH2:1][C:2]1[CH:9]=[CH:8][C:5]([C:6]#[N:7])=[CH:4][CH:3]=1.CO[CH:12]1[CH2:16][CH2:15][CH:14](OC)O1>C1(C)C=CC=CC=1>[N:1]1([C:2]2[CH:9]=[CH:8][C:5]([C:6]#[N:7])=[CH:4][CH:3]=2)[CH:12]=[CH:16][CH:15]=[CH:14]1. Reported procedure: A mixture of 4-aminobenzonitrile (50 g., 0.42 mole), 2,5-dimethoxytetrahydrofuran (56 g., 0.42 mole) and 4 A molecular sieves (184 g) in toluene (560 ml) was heated under reflux for 24 hrs. The residue from evaporation was washed with pet. ether and then recrystallized from diisopropyl ether to yield 42.5 g (60%) of 4-(1-pyrrolyl)-benzonitrile, m.p. 104°-106° C. Starting materials: CCCS(=O)(=O)Nc1nc(CC(=O)OCC)cs1, C1COCCO1, O, O=[Se]=O. Yields the product CCCS(=O)(=O)Nc1nc(C(=O)C(=O)OCC)cs1. RXN SMILES: [CH2:10]([CH2:11][CH3:12])[S:13](=[O:14])(=[O:15])[NH:16][c:17]1[s:18][cH:19][c:20]([CH2:22][C:23](=[O:24])[O:25][CH2:26][CH3:27])[n:21]1.[O:4]1[CH2:5][CH2:6][O:7][CH2:8][CH2:9]1.[OH2:28].[Se:1](=[O:2])=[O:3]>>[O:4]=[C:22]([c:20]1[cH:19][s:18][c:17]([NH:16][S:13]([CH2:10][CH2:11][CH3:12])(=[O:14])=[O:15])[n:21]1)[C:23](=[O:24])[O:25][CH2:26][CH3:27].